Dataset: the Open Reaction Database (ORD), a public repository of structured organic reaction records. Task: describe an organic reaction: reactants, conditions, products, and yield The reactants are [OH-].[Na+] (sodium hydroxide), C(C)N(CC)C(C(=O)OCC)CC1=CC=C(C=C1)OCCON=C(C)C1=CC=C(C=C1)C1=NC=CC=C1 (Ethyl 2-(N,N-diethylamino)-3-[4-[2-[[1-[4-(2-pyridyl)phenyl]ethylidene]aminoxy]ethoxy]phenyl]propionate), CO (methanol), CO (methanol). The solvent is O1CCOCC1 (dioxane), O1CCOCC1 (dioxane). Conditions: temperature 50 celsius, time 18 hour. The product is C(C)N(CC)C(C(=O)O)CC1=CC=C(C=C1)OCCON=C(C)C1=CC=C(C=C1)C1=NC=CC=C1 (2-(N,N-Diethylamino)-3-[4-[2-[[1-[4-(2-pyridyl)phenyl]ethylidene]aminoxy]ethoxy]phenyl]propionic acid). Isolated yield 98.3%. As a reaction SMILES: [OH-].[Na+].[CH2:3]([N:5]([CH:8]([CH2:14][C:15]1[CH:20]=[CH:19][C:18]([O:21][CH2:22][CH2:23][O:24][N:25]=[C:26]([C:28]2[CH:33]=[CH:32][C:31]([C:34]3[CH:39]=[CH:38][CH:37]=[CH:36][N:35]=3)=[CH:30][CH:29]=2)[CH3:27])=[CH:17][CH:16]=1)[C:9]([O:11]CC)=[O:10])[CH2:6][CH3:7])[CH3:4].CO>O1CCOCC1>[CH2:3]([N:5]([CH:8]([CH2:14][C:15]1[CH:20]=[CH:19][C:18]([O:21][CH2:22][CH2:23][O:24][N:25]=[C:26]([C:28]2[CH:33]=[CH:32][C:31]([C:34]3[CH:39]=[CH:38][CH:37]=[CH:36][N:35]=3)=[CH:30][CH:29]=2)[CH3:27])=[CH:17][CH:16]=1)[C:9]([OH:11])=[O:10])[CH2:6][CH3:7])[CH3:4] |f:0.1|. Reported procedure: 2.75 ml of a 1N aqueous sodium hydroxide solution was added to a mixture of 474 mg of ethyl 2-(N,N-diethylamino)-3-[4-[2-[[1-[4-(2-pyridyl)phenyl]ethylidene]aminoxy]ethoxy]phenyl]propionate obtained in Example 7, 5 ml of methanol and 3 ml of dioxane. The resulting mixture was stirred at 50° C. for 18 hours. After the reaction, methanol and dioxane were evaporated under reduced pressure, and then the residue was diluted with water. The pH of the mixture was adjusted to a value of4 by addition of ...